This data is from the Open Reaction Database (ORD), a public repository of structured organic reaction records. The task is: describe an organic reaction: reactants, conditions, products, and yield The product is CCOC(=O)C=Cc1cccc(OC(C)(C)C(=O)OC(C)(C)C)c1. As a reaction SMILES: [CH3:3][CH2:4][O:5][C:6](=[O:7])[CH2:8][P:9]([O:10][CH2:11][CH3:12])([O:13][CH2:14][CH3:15])=[O:16].[CH:17](=[O:18])[c:19]1[cH:20][c:21]([O:22][C:23]([C:24](=[O:25])[O:26][C:27]([CH3:28])([CH3:29])[CH3:30])([CH3:31])[CH3:32])[cH:33][cH:34][cH:35]1.[Cl-:36].[H-:1].[NH4+:37].[Na+:2].[O:38]1[CH2:39][CH2:40][CH2:41][CH2:42]1>>[CH3:3][CH2:4][O:5][C:6](=[O:7])[CH:8]=[CH:17][c:19]1[cH:20][c:21]([O:22][C:23]([C:24](=[O:25])[O:26][C:27]([CH3:28])([CH3:29])[CH3:30])([CH3:31])[CH3:32])[cH:33][cH:34][cH:35]1. Reactants: CCOC(=O)CP(=O)(OCC)OCC, CC(C)(C)OC(=O)C(C)(C)Oc1cccc(C=O)c1, [Cl-], [H-], [NH4+], [Na+], C1CCOC1. The reactants are CC1(CCSC2=C(C(=CC=C12)C(=O)OC)C)C (methyl 4,4,8-trimethylthiochroman-7-carboxylate), [OH-].[Na+] (sodium hydroxide). Solvent: O.CO (water methanol). Product: CC1(CCSC2=C(C(=CC=C12)C(=O)O)C)C (4,4,8-Trimethylthiochroman-7-carboxylic acid). RXN SMILES: [CH3:1][C:2]1([CH3:17])[C:11]2[C:6](=[C:7]([CH3:16])[C:8]([C:12]([O:14]C)=[O:13])=[CH:9][CH:10]=2)[S:5][CH2:4][CH2:3]1.[OH-].[Na+]>O.CO>[CH3:1][C:2]1([CH3:17])[C:11]2[C:6](=[C:7]([CH3:16])[C:8]([C:12]([OH:14])=[O:13])=[CH:9][CH:10]=2)[S:5][CH2:4][CH2:3]1 |f:1.2,3.4|. Procedure: 62.9 g of methyl 4,4,8-trimethylthiochroman-7-carboxylate were initially charged in 600 ml of a 1:1 mixture of water/methanol, and 15.1 g (0.377 mol) of sodium hydroxide were added. The solution was then heated under reflux for three hours, the organic solvent was removed, 200 ml of water were added and the mixture was made acidic using conc. hydrochloric acid with cooling. The precipitate was filtered off with suction, washed with water and dried. Starting materials: ClC1=CC=C(C=C1)N1N=CC(=C1C(C)C)NC(=O)C1CC=CC=2N1C(=NC2C(F)(F)F)C (N-[1-(4-chlorophenyl)-5-isopropylpyrazol-4-yl]-3-methyl-1-(trifluoromethyl)-5,6-dihydroimidazo[1,5-a]pyridine-5-carboxamide), C(=O)(C(F)(F)F)O (TFA). Reagents/catalysts: Cl (HCl), O=[Pt]=O (PtO2). Run in CCO (EtOH). Conditions: time 25 minute. The product is ClC1=CC=C(C=C1)N1N=CC(=C1C(C)C)NC(=O)C1CCCC=2N1C(=NC2C(F)(F)F)C (N-[1-(4-chlorophenyl)-5-isopropyl-pyrazol-4-yl]-3-methyl-1-(trifluoromethyl)-5,6,7,8-tetrahydroimidazo[1,5-a]pyridine-5-carboxamide). Isolated yield 26.9%. Reaction SMILES: [Cl:1][C:2]1[CH:7]=[CH:6][C:5]([N:8]2[C:12]([CH:13]([CH3:15])[CH3:14])=[C:11]([NH:16][C:17]([CH:19]3[N:24]4[C:25]([CH3:32])=[N:26][C:27]([C:28]([F:31])([F:30])[F:29])=[C:23]4[CH:22]=[CH:21][CH2:20]3)=[O:18])[CH:10]=[N:9]2)=[CH:4][CH:3]=1.C(O)(C(F)(F)F)=O>Cl.O=[Pt]=O.CCO>[Cl:1][C:2]1[CH:3]=[CH:4][C:5]([N:8]2[C:12]([CH:13]([CH3:15])[CH3:14])=[C:11]([NH:16][C:17]([CH:19]3[N:24]4[C:25]([CH3:32])=[N:26][C:27]([C:28]([F:31])([F:29])[F:30])=[C:23]4[CH2:22][CH2:21][CH2:20]3)=[O:18])[CH:10]=[N:9]2)=[CH:6][CH:7]=1. Reported procedure: To N-[1-(4-chlorophenyl)-5-isopropylpyrazol-4-yl]-3-methyl-1-(trifluoromethyl)-5,6-dihydroimidazo[1,5-a]pyridine-5-carboxamide (30 mg, 0.064 mmol) was added EtOH (10 mL), 12 N HCl (4 drops), and PtO2 (30 mg). The resulting suspension was evacuated with hydrogen gas twice and stirred under hydrogen gas (55 psi) on Parr shaker for 25 min. the reaction mixture was then filtered through a syringe filter, concentrated in vacuo, and purified by reverse phase HPLC (C18 column, acetonitrile-H2O with 0.1... The reagents and catalysts are CN(C=O)C (N,N-dimethylformamide). Procedure details: To a slurry of 3-cyclopentyl-p-anisic acid (5.0 g, 22.7 mmol, RN-59216-82-9) in anhydrous methylene chloride (60 mL) was added oxalyl chloride (2.4 mL, 27.2 mmol) and N,N-dimethylformamide (2 drops) at room temperature under nitrogen. After stirring for 1.5 h the reaction mixture was concentrated under reduced pressure. The residue was dissolved in carbon disulfide (32 mL) and the resulting solution was added to 2,3-dimethyl-5-benzylthiophene (5.1 g, 25.0 mmol). At −78° C. under nitrogen, tin(IV... Product: C(C1=CC=CC=C1)C=1SC(=C(C1C(=O)C1=CC(=C(C=C1)OC)C1CCCC1)C)C ((2-Benzyl-4,5-dimethyl-thiophen-3-yl)-(3-cyclopentyl-4-methoxy-phenyl)-methanone). The yield is 52.3%. Run in C(Cl)Cl (methylene chloride), O (water). Reaction conditions: time 1.5 hour. The reactants are C1(CCCC1)C=1C=C(C(=O)O)C=CC1OC (3-cyclopentyl-p-anisic acid), C(C(=O)Cl)(=O)Cl (oxalyl chloride), [Sn](Cl)(Cl)(Cl)Cl (tin(IV) chloride), CC=1SC(=CC1C)CC1=CC=CC=C1 (2,3-dimethyl-5-benzylthiophene). As a reaction SMILES: [CH:1]1([C:6]2[CH:7]=[C:8]([CH:12]=[CH:13][C:14]=2[O:15][CH3:16])[C:9]([OH:11])=O)[CH2:5][CH2:4][CH2:3][CH2:2]1.C(Cl)(=O)C(Cl)=O.[CH3:23][C:24]1[S:25][C:26]([CH2:30][C:31]2[CH:36]=[CH:35][CH:34]=[CH:33][CH:32]=2)=[CH:27][C:28]=1[CH3:29].[Sn](Cl)(Cl)(Cl)Cl>C(Cl)Cl.CN(C)C=O.O>[CH2:30]([C:26]1[S:25][C:24]([CH3:23])=[C:28]([CH3:29])[C:27]=1[C:9]([C:8]1[CH:12]=[CH:13][C:14]([O:15][CH3:16])=[C:6]([CH:1]2[CH2:2][CH2:3][CH2:4][CH2:5]2)[CH:7]=1)=[O:11])[C:31]1[CH:32]=[CH:33][CH:34]=[CH:35][CH:36]=1. Starting materials: CCCCC1(CCCC)C(=O)NC(CO)CN1C(=O)OCC1c2ccccc2-c2ccccc21, CC1(C)CCCC(C)(C)N1O, CC#N, CCOC(C)=O, [O-][Cl+][O-], [O-]Cl, [Na+], [Na+], [Na+], O=P([O-])([O-])[O-], O=S([O-])O. The product is CCCCC1(CCCC)C(=O)NC(C(=O)O)CN1C(=O)OCC1c2ccccc2-c2ccccc21. RXN SMILES: [C:1](=[O:2])([O:3][CH2:4][CH:5]1[c:6]2[cH:7][cH:8][cH:9][cH:10][c:11]2-[c:12]2[cH:13][cH:14][cH:15][cH:16][c:17]21)[N:18]1[C:19]([CH2:27][CH2:28][CH2:29][CH3:30])([CH2:31][CH2:32][CH2:33][CH3:34])[C:20](=[O:26])[NH:21][CH:22]([CH2:24][OH:25])[CH2:23]1.[CH3:40][C:41]1([CH3:50])[N:42]([O:43])[C:44]([CH3:45])([CH3:46])[CH2:47][CH2:48][CH2:49]1.[CH3:63][C:64]#[N:65].[CH3:66][CH2:67][O:68][C:69](=[O:70])[CH3:71].[Cl+:51]([O-:52])[O-:53].[Cl:55][O-:56].[Na+:54].[Na+:57].[Na+:62].[O-:35][P:36](=[O:37])([O-:38])[O-:39].[S:58]([O-:59])([OH:60])=[O:61]>>[C:1](=[O:2])([O:3][CH2:4][CH:5]1[c:6]2[cH:7][cH:8][cH:9][cH:10][c:11]2-[c:12]2[cH:13][cH:14][cH:15][cH:16][c:17]21)[N:18]1[C:19]([CH2:27][CH2:28][CH2:29][CH3:30])([CH2:31][CH2:32][CH2:33][CH3:34])[C:20](=[O:26])[NH:21][CH:22]([C:24](=[O:25])[OH:35])[CH2:23]1. Procedure: 10,10-dimethyl-8-(1-methyl-1H-indol-3-yl)-10H-pyrido-[1,2-a]indolium-2-carboxylate 0.37 g was solubilized in 5 mL N-methylpyrrolidinone (NMP), a solution of HCl in dry dioxane and diethyl ether (1 mL; 1N; 1:3) was added and 1,1′-carbonyldiimidazole (320 mg) was progressively added. After 3 h, 200 mg of cystamine dihyrochloride in mL diisopropylethylamine (DIPEA) were added to the mixture. After 24 h, the reaction mixture was poured in 100 mL acetone. The resulting solid was filtered, washed with... Product: [Cl-].[Cl-].S(SCCNC(=O)C=1C=C2C(C3=[N+](C2=CC1)C=CC(=C3)C3=CN(C1=CC=CC=C31)C)(C)C)CCNC(=O)C=3C=C1C(C2=[N+](C1=CC3)C=CC(=C2)C2=CN(C3=CC=CC=C23)C)(C)C (2,2′-[disulfanediylbis(ethane-2,1-diylcarbamoyl)]bis[10,10-dimethyl-8-(1-methyl-1H-indol-3-yl)-10H-pyrido[1,2-a]indolium]dichloride). RXN SMILES: [CH3:1][C:2]1([CH3:28])[C:10]2[C:5](=[CH:6][CH:7]=[C:8]([C:11]([O-:13])=O)[CH:9]=2)[N+:4]2[CH:14]=[CH:15][C:16]([C:18]3[C:26]4[C:21](=[CH:22][CH:23]=[CH:24][CH:25]=4)[N:20]([CH3:27])[CH:19]=3)=[CH:17][C:3]1=2.[ClH:29].[C:30]([N:37]1[CH:41]=[CH:40]N=[CH:38]1)(N1C=CN=C1)=O.Cl.Cl.[NH2:44][CH2:45][CH2:46][S:47][S:48][CH2:49][CH2:50][NH2:51]>CN1CCCC1=O.O1CCOCC1.C(OCC)C.C(N(C(C)C)CC)(C)C.CC(C)=O>[Cl-:29].[Cl-:29].[S:47]([CH2:46][CH2:45][NH:44][C:11]([C:8]1[CH:9]=[C:10]2[C:5](=[CH:6][CH:7]=1)[N+:4]1[CH:14]=[CH:15][C:16]([C:18]3[C:26]4[C:21](=[CH:22][CH:23]=[CH:24][CH:25]=4)[N:20]([CH3:27])[CH:19]=3)=[CH:17][C:3]=1[C:2]2([CH3:1])[CH3:28])=[O:13])[S:48][CH2:49][CH2:50][NH:51][C:11]([C:8]1[CH:9]=[C:10]2[C:5](=[CH:6][CH:7]=1)[N+:4]1[CH:14]=[CH:15][C:16]([C:40]3[C:25]4[C:38](=[CH:23][CH:22]=[CH:21][CH:26]=4)[N:37]([CH3:30])[CH:41]=3)=[CH:17][C:3]=1[C:2]2([CH3:28])[CH3:1])=[O:13] |f:3.4.5,11.12.13|. Reactants: Cl.Cl.NCCSSCCN (cystamine dihyrochloride), CC1(C2=[N+](C3=CC=C(C=C13)C(=O)[O-])C=CC(=C2)C2=CN(C1=CC=CC=C21)C)C (10,10-dimethyl-8-(1-methyl-1H-indol-3-yl)-10H-pyrido-[1,2-a]indolium-2-carboxylate), Cl (HCl), C(=O)(N1C=NC=C1)N1C=NC=C1 (1,1′-carbonyldiimidazole). Solvent: C(C)(C)N(CC)C(C)C (diisopropylethylamine), CN1C(CCC1)=O (N-methylpyrrolidinone), O1CCOCC1 (dioxane), C(C)OCC (diethyl ether), CC(=O)C (acetone). Run at time 3 hour. Reactants: C(CCC)[Li] (Butyllithium), O1CCCC1 (tetrahydrofuran), ClC1=CC2=C(SC=C2CN(C)CC(OC)OC)C=C1 (5-chloro-3-[N-(2,2-dimethoxyethyl)-N-methyl(aminomethyl)]benzo[b]thiophene), O1CCCC1 (tetrahydrofuran), C(=O)=O (carbon dioxide), ice water. Solvent: CO (methanol). Conditions: temperature -30 celsius. Yields the product ClC1=CC2=C(SC(=C2CN(C)CC(OC)OC)C(=O)O)C=C1 (5-chloro-3-[N-(2,2-dimethoxyethyl)-N-methyl(aminomethyl)]benzo[b]thiophene-2-carboxylic acid). The yield is 54.0%. RXN SMILES: C([Li])CCC.O1CCCC1.[Cl:11][C:12]1[CH:29]=[CH:28][C:15]2[S:16][CH:17]=[C:18]([CH2:19][N:20]([CH2:22][CH:23]([O:26][CH3:27])[O:24][CH3:25])[CH3:21])[C:14]=2[CH:13]=1.[C:30](=[O:32])=[O:31]>CO>[Cl:11][C:12]1[CH:29]=[CH:28][C:15]2[S:16][C:17]([C:30]([OH:32])=[O:31])=[C:18]([CH2:19][N:20]([CH2:22][CH:23]([O:24][CH3:25])[O:26][CH3:27])[CH3:21])[C:14]=2[CH:13]=1. Procedure: Butyllithium in tetrahydrofuran (2.6M, 0.04 mol) was added slowly to a solution of 5-chloro-3-[N-(2,2-dimethoxyethyl)-N-methyl(aminomethyl)]benzo[b]thiophene (10 g, 0.033 mol) in freshly distilled tetrahydrofuran (100 ml) stirred at -30° C. under argon. The mixture was stirred for 30 minutes, treated with dry carbon dioxide for 5 minutes and allowed to warm to 25° C. The mixture was treated with methanol, poured into ice water and extracted with ethyl ether. The aqueous phase was adjusted to pH ...